Task: describe an organic reaction: reactants, conditions, products, and yield. Dataset: the Open Reaction Database (ORD), a public repository of structured organic reaction records Reactants: C(C)(C)(C)C1=NN=C(O1)C=1C(=NC=C(N1)C1=NC(=NN1CC)C1CCNCC1)N (3-(5-(Tert-butyl)-1,3,4-oxadiazol-2-yl)-5-(1-ethyl-3-(piperidin-4-yl)-1H-1,2,4-triazol-5-yl)pyrazin-2-amine), CC1(OC[C@@H](O1)C(=O)[O-])C.[K+] (potassium (R)-2,2-dimethyl-1,3-dioxolane-4-carboxylate). The product is NC=1N=CC(=NC1C=1OC(=NN1)C(C)(C)C)C1=NC(=NN1CC)C1CCN(CC1)C([C@@H](CO)O)=O ((2R)-1-[4-[5-[5-amino-6-(5-tert-butyl-1,3,4-oxadiazol-2-yl)pyrazin-2-yl]-1-ethyl-1,2,4-triazol-3-yl]-1-piperidyl]-2,3-dihydroxy-propan-1-one). The yield is 40.0%. As a reaction SMILES: [C:1]([C:5]1[O:9][C:8]([C:10]2[C:11]([NH2:29])=[N:12][CH:13]=[C:14]([C:16]3[N:20]([CH2:21][CH3:22])[N:19]=[C:18]([CH:23]4[CH2:28][CH2:27][NH:26][CH2:25][CH2:24]4)[N:17]=3)[N:15]=2)=[N:7][N:6]=1)([CH3:4])([CH3:3])[CH3:2].CC1(C)[O:35][C@@H:34]([C:36]([O-])=[O:37])[CH2:33][O:32]1.[K+]>>[NH2:29][C:11]1[N:12]=[CH:13][C:14]([C:16]2[N:20]([CH2:21][CH3:22])[N:19]=[C:18]([CH:23]3[CH2:28][CH2:27][N:26]([C:33](=[O:32])[C@H:34]([OH:35])[CH2:36][OH:37])[CH2:25][CH2:24]3)[N:17]=2)=[N:15][C:10]=1[C:8]1[O:9][C:5]([C:1]([CH3:2])([CH3:3])[CH3:4])=[N:6][N:7]=1 |f:1.2|. Procedure details: 3-(5-(Tert-butyl)-1,3,4-oxadiazol-2-yl)-5-(1-ethyl-3-(piperidin-4-yl)-1H-1,2,4-triazol-5-yl)pyrazin-2-amine was reacted with potassium (R)-2,2-dimethyl-1,3-dioxolane-4-carboxylate, using a similar procedure than described in Example 10 to provide the title compound (0.145 g, 40%) as a solid. 1H NMR Spectrum (400 Hz, DMSO-d6, 30° C.): 1.45 (12H, m), 1.60 (2H, m), 1.98 (2H, m), 2.85 (1H, m), 3.00 (1H, m), 3.17 (1H, m), 3.45 (1H, s), 3.55 (1H, s), 4.05 (1H, m), 4.35 (2H, m), 4.60 (2H, m), 4.70 (1H,... Starting materials: O=[N+]([O-])c1ccc(Oc2ccc3c(c2)CCC(c2ccccc2)O3)nc1, CC(=O)Nc1ccc(Oc2ccc3c(c2)CCC(c2cccc(O)c2)O3)nc1. Product: CC(=O)Nc1ccc(Oc2ccc3c(c2)CCC(c2cccc(Oc4ccc([N+](=O)[O-])cn4)c2)O3)nc1. RXN SMILES: [N+:1](=[O:2])([O-:3])[c:4]1[cH:5][cH:6][c:7]([O:10][c:11]2[cH:12][c:13]3[c:14]([cH:15][cH:16]2)[O:17][CH:18]([c:19]2[cH:20][cH:21][cH:22][cH:23][cH:24]2)[CH2:25][CH2:26]3)[n:8][cH:9]1.[OH:27][c:28]1[cH:29][c:30]([CH:34]2[O:35][c:36]3[cH:37][cH:38][c:39]([O:44][c:45]4[cH:46][cH:47][c:48]([NH:51][C:52]([CH3:53])=[O:54])[cH:49][n:50]4)[cH:40][c:41]3[CH2:42][CH2:43]2)[cH:31][cH:32][cH:33]1>>[N+:1](=[O:2])([O-:3])[c:4]1[cH:5][cH:6][c:7]([O:27][c:28]2[cH:29][c:30]([CH:34]3[O:35][c:36]4[cH:37][cH:38][c:39]([O:44][c:45]5[cH:46][cH:47][c:48]([NH:51][C:52]([CH3:53])=[O:54])[cH:49][n:50]5)[cH:40][c:41]4[CH2:42][CH2:43]3)[cH:31][cH:32][cH:33]2)[n:8][cH:9]1.